describe an organic reaction: reactants, conditions, products, and yield From a dataset of the Open Reaction Database (ORD), a public repository of structured organic reaction records. Starting materials: S(=O)([O-])[O-].[Na+].[Na+] (sodium sulfite), C(C)C=1SC2=C(N1)C=CC=N2 (2-Ethyl-7-azabenzothiazole), ClC1=CC(=CC=C1)C(=O)OO (meta-chloroperbenzoic acid), ClC1=CC(=CC=C1)C(=O)OO (meta-chloroperbenzoic acid), ice water. Solvent: ClCCl (dichloromethane), ClCCl (dichloromethane). Conditions: time 3.5 hour. The product is C(C)C=1SC2=C(N1)C=CC=[N+]2[O-] (2-ethyl-7-azabenzothiazole-7-oxide). The yield is 83.1%. As a reaction SMILES: [CH2:1]([C:3]1[S:4][C:5]2[N:11]=[CH:10][CH:9]=[CH:8][C:6]=2[N:7]=1)[CH3:2].ClC1C=CC=C(C(OO)=[O:20])C=1.S([O-])([O-])=O.[Na+].[Na+]>ClCCl>[CH2:1]([C:3]1[S:4][C:5]2[N+:11]([O-:20])=[CH:10][CH:9]=[CH:8][C:6]=2[N:7]=1)[CH3:2] |f:2.3.4|. Procedure: 2-Ethyl-7-azabenzothiazole (2.95 g) was dissolved in dichloromethane (30 ml), and meta-chloroperbenzoic acid (4.7 g) was added to the solution at room temperature. After 3.5 hours, meta-chloroperbenzoic acid (2.3 g). was further added. After completion of a reaction, the reaction mixture was treated with an aqueous solution of sodium sulfite while chilling with ice water. The thus-treated reaction mixture was diluted with dichloromethane, and the resultant organic layer was washed with aqueous s... Reactants: COC(=O)c1ccccc1N, C=O, CC(=O)O, CCOC(C)=O, [H][H]. The product is CNc1ccccc1C(=O)OC. RXN SMILES: [C:1]([c:2]1[c:3]([NH2:4])[cH:5][cH:6][cH:7][cH:8]1)(=[O:9])[O:10][CH3:11].[CH2:16]=[O:17].[CH3:12][C:13](=[O:14])[OH:15].[CH3:20][CH2:21][O:22][C:23](=[O:24])[CH3:25].[H:18][H:19]>>[C:1]([c:2]1[c:3]([NH:4][CH3:12])[cH:5][cH:6][cH:7][cH:8]1)(=[O:9])[O:10][CH3:11]. Starting materials: [C-]#N, CCO, Cl, [K+], C1CCNCC1, O=C1CCCCC1, O. Product: NCC1(N2CCCCC2)CCCCC1. Reaction SMILES: [C-:8]#[N:9].[CH3:19][CH2:20][OH:21].[ClH:1].[K+:10].[NH:2]1[CH2:3][CH2:4][CH2:5][CH2:6][CH2:7]1.[O:11]=[C:12]1[CH2:13][CH2:14][CH2:15][CH2:16][CH2:17]1.[OH2:18]>>[N:2]1([C:12]2([CH2:8][NH2:9])[CH2:13][CH2:14][CH2:15][CH2:16][CH2:17]2)[CH2:3][CH2:4][CH2:5][CH2:6][CH2:7]1. Reactants: [Br-], [Br-], [Br-], C[Mg+], CCCCC(C)(C)C(C)=O, C#C, [Mg+2]. As a reaction SMILES: [Br-:11].[Br-:14].[Br-:18].[CH3:12][Mg+:13].[CH3:1][C:2]([C:3]([CH3:4])=[O:5])([CH2:6][CH2:7][CH2:8][CH3:9])[CH3:10].[CH:16]#[CH:17].[Mg+2:15]>>[CH3:1][C:2]([C:3]([CH3:4])([OH:5])[C:16]#[CH:17])([CH2:6][CH2:7][CH2:8][CH3:9])[CH3:10]. Product: C#CC(C)(O)C(C)(C)CCCC.